This data is from the Open Reaction Database (ORD), a public repository of structured organic reaction records. The task is: describe an organic reaction: reactants, conditions, products, and yield Starting materials: C([O-])(O)=O.[Na+] (sodium bicarbonate), C(C)(C)(C)OC(=O)NC(CC1=CC(=CC=2C=COC21)F)C (N-tert-butoxycarbonyl 1-(5-fluorobenzofur-7-yl)-2-aminopropane), C(CCC)[Li] (n-butyllithium), BrC(C)Br (dibromoethane). The solvent is C(C)OCC (diethyl ether), O1CCCC1 (tetrahydrofuran). Conditions: time 1.5 hour. Yields the product C(C)(C)(C)OC(=O)NC(CC1=CC(=CC=2C=C(OC21)Br)F)C (N-tert-butoxycarbonyl 1-(2-bromo-5-fluorobenzofur-7-yl)-2-aminopropane). Yield: 83.3%. Reaction SMILES: [C:1]([O:5][C:6]([NH:8][CH:9]([CH3:21])[CH2:10][C:11]1[C:19]2[O:18][CH:17]=[CH:16][C:15]=2[CH:14]=[C:13]([F:20])[CH:12]=1)=[O:7])([CH3:4])([CH3:3])[CH3:2].C([Li])CCC.[Br:27]C(Br)C.C(=O)(O)[O-].[Na+]>O1CCCC1.C(OCC)C>[C:1]([O:5][C:6]([NH:8][CH:9]([CH3:21])[CH2:10][C:11]1[C:19]2[O:18][C:17]([Br:27])=[CH:16][C:15]=2[CH:14]=[C:13]([F:20])[CH:12]=1)=[O:7])([CH3:4])([CH3:2])[CH3:3] |f:3.4|. Reported procedure: To a solution of 0.50 gm (1.71 mMol) N-tert-butoxycarbonyl 1-(5-fluorobenzofur-7-yl)-2-aminopropane in 17 mL tetrahydrofuran at −78° C. were added 2.4 mL (3.84 mMol) n-butyllithium (1.6 M in hexane) dropwise. The resulting mixture was stirred for 1.5 hour and then 0.16 mL (1.86 mMol) dibromoethane were added. After stirring for an additional hour the reaction mixture was poured into a mixture of 25 mL saturated aqueous sodium bicarbonate and 50 mL diethyl ether. The phases were separated and the... Reaction SMILES: C([O:8][C:9](=[O:48])[C@H:10]([CH2:38][C:39]1[C:47]2[C:42](=[CH:43][CH:44]=[CH:45][CH:46]=2)[NH:41][CH:40]=1)[NH:11][C:12](=[O:37])[CH:13]([CH2:22][C:23]1[CH:28]=[CH:27][CH:26]=[CH:25][C:24]=1[O:29]CC1C=CC=CC=1)[CH:14]([CH:16]1[CH2:21][CH2:20][CH2:19][CH2:18][CH2:17]1)[OH:15])C1C=CC=CC=1>CO.[Pd]>[CH:16]1([CH:14]([OH:15])[CH:13]([CH2:22][C:23]2[CH:28]=[CH:27][CH:26]=[CH:25][C:24]=2[OH:29])[C:12]([NH:11][C@H:10]([C:9]([OH:48])=[O:8])[CH2:38][C:39]2[C:47]3[C:42](=[CH:43][CH:44]=[CH:45][CH:46]=3)[NH:41][CH:40]=2)=[O:37])[CH2:17][CH2:18][CH2:19][CH2:20][CH2:21]1. The reagents and catalysts are [Pd] (palladium on carbon). Solvent: CO (methanol). Reactants: C(C1=CC=CC=C1)OC([C@@H](NC(C(C(O)C1CCCCC1)CC1=C(C=CC=C1)OCC1=CC=CC=C1)=O)CC1=CNC2=CC=CC=C12)=O (N-[(2RS,3RS)-2-(2-benzyloxyphenylmethyl)-3-cyclohexyl-3-hydroxypropionyl]-L-tryptophan benzyl ester). Reported procedure: To a solution of N-[(2RS,3RS)-2-(2-benzyloxyphenylmethyl)-3-cyclohexyl-3-hydroxypropionyl]-L-tryptophan benzyl ester (150 mg) in methanol (3 ml) was added 10% palladium on carbon (45 mg) and the mixture was stirred under hydrogen atmosphere for 3 hours. The mixture was filtered and the filtrate was evaporated under reduced pressure to give N-[(2RS,3RS)-3-cyclohexyl-3-hydroxy-2-(2-hydroxyphenylmethyl)propionyl]-L-tryptophan (128 mg). The product is C1(CCCCC1)C(C(C(=O)N[C@@H](CC1=CNC2=CC=CC=C12)C(=O)O)CC1=C(C=CC=C1)O)O (N-[(2RS,3RS)-3-cyclohexyl-3-hydroxy-2-(2-hydroxyphenylmethyl)propionyl]-L-tryptophan). Run at time 3 hour. Isolated yield 118.4%. Reactants: N1=CC=CC2=CC=CC=C12 (quinoline), latter product, C1(=CC=C(C=C1)S(=O)(=O)O)C (p-toluene sulfonic acid), C(OC)([O-])[O-] (methyl orthoformate), CO (methanol). Run at temperature 145 celsius, time 16 hour. The product is CC1(CCCCC1)NC(\C=C(\C)/OC)=O (N-(1'-methylcyclohexyl)-3-methoxy-crotonamide). RXN SMILES: [C:1]1([CH3:11])[CH:6]=[CH:5][C:4](S(O)(=O)=O)=[CH:3][CH:2]=1.[CH:12]([O-])([O-])[O:13]C.[N:17]1C2[C:21](=CC=CC=2)[CH:20]=[CH:19][CH:18]=1.C[OH:28]>>[CH3:11][C:1]1([NH:17][C:18](=[O:28])/[CH:19]=[C:20](\[O:13][CH3:12])/[CH3:21])[CH2:6][CH2:5][CH2:4][CH2:3][CH2:2]1. Procedure: A solution of 13.5 g of diketene in 50 ml of tetrahydrofuran was added to a mixture of 18 g of 1-methylcyclohexylamine and 180 ml of tetrahydrofuran and the mixture was stirred at 10° C. for 4 hours. The mixture was evaporated to dryness under reduced pressure and the residue was chromatographed over silica gel. Elution with an 8-2 methylene chloride-acetone mixture gave 28 g of N-(1-methylcyclohexyl)acetylacetamide with a refractive index of ND23 =1.4865. 6 g of the latter product and 0.2 g of ... The reactants are BrC(Br)(Br)Br, ClCCl, CCCCCC(C=O)c1ccc2c(c1)C(C)(C)CCC2(C)C, CCCCC, c1ccc(P(c2ccccc2)c2ccccc2)cc1. Product: CCCCCC(C=C(Br)Br)c1ccc2c(c1)C(C)(C)CCC2(C)C. RXN SMILES: [C:1]([Br:2])([Br:3])([Br:4])[Br:5].[CH2:47]([Cl:48])[Cl:49].[CH3:25][C:26]1([CH3:46])[c:27]2[cH:28][cH:29][c:30]([CH:38]([CH:39]=[O:40])[CH2:41][CH2:42][CH2:43][CH2:44][CH3:45])[cH:31][c:32]2[C:33]([CH3:36])([CH3:37])[CH2:34][CH2:35]1.[CH3:50][CH2:51][CH2:52][CH2:53][CH3:54].[c:6]1([P:7]([c:8]2[cH:9][cH:10][cH:11][cH:12][cH:13]2)[c:14]2[cH:15][cH:16][cH:17][cH:18][cH:19]2)[cH:20][cH:21][cH:22][cH:23][cH:24]1>>[C:1]([Br:2])([Br:5])=[CH:39][CH:38]([c:30]1[cH:29][cH:28][c:27]2[c:32]([cH:31]1)[C:33]([CH3:36])([CH3:37])[CH2:34][CH2:35][C:26]2([CH3:25])[CH3:46])[CH2:41][CH2:42][CH2:43][CH2:44][CH3:45]. Reactants: S(=O)(=O)(O)C1=CC=C(C)C=C1.N[C@]1([C@@H](C1)C=C)C(=O)OCC ((1R,2S)-ethyl 1-amino-2-vinylcyclopropanecarboxylate tosylate salt), C1=CN(C=N1)C(=O)N2C=CN=C2 (CDI), TEA. The solvent is C1CCOC1 (THF). Product: N1(C=NC=C1)C(=O)N[C@]1([C@@H](C1)C=C)C(=O)OCC ((1R,2S)-ethyl 1-(1H-imidazole-1-carboxamido)-2-vinylcyclopropanecarboxylate). The yield is 70.0%. As a reaction SMILES: S(C1C=CC(C)=CC=1)(O)(=O)=O.[NH2:12][C@:13]1([C:18]([O:20][CH2:21][CH3:22])=[O:19])[CH2:15][C@H:14]1[CH:16]=[CH2:17].[CH:23]1[N:27]=[CH:26][N:25]([C:28](N2C=NC=C2)=[O:29])[CH:24]=1>C1COCC1>[N:25]1([C:28]([NH:12][C@:13]2([C:18]([O:20][CH2:21][CH3:22])=[O:19])[CH2:15][C@H:14]2[CH:16]=[CH2:17])=[O:29])[CH:24]=[CH:23][N:27]=[CH:26]1 |f:0.1|. Reported procedure: Under nitrogen, (1R,2S)-ethyl 1-amino-2-vinylcyclopropanecarboxylate tosylate salt (5 g, 1 eq.) and CDI (2.7 g, 1.1 eq.) were dissolved in THF (50 mL) containing TEA (2.3 mL, 1.1 eq.). The reaction mixture was then refluxed overnight. The solvent was removed under reduced pressure. The residue was dissolved in DCM, and washed twice with water. The organic layer was dried over sodium sulfate and then concentrated. The residue was purified by chromatography on silica gel to yield compound 33 as pa...